This data is from the Open Reaction Database (ORD), a public repository of structured organic reaction records. The task is: describe an organic reaction: reactants, conditions, products, and yield Reactants: BrC1CCCCCC1, O=C([O-])[O-], C1CCOC1, CS(C)=O, CCOC(C)=O, [K+], [K+], [Na+], O=S1(=O)CCN2C=CC=C(c3ccc(O)cc3)C2=N1, [OH-]. Yields the product O=S1(=O)CCN2C=CC=C(c3ccc(OC4CCCCCC4)cc3)C2=N1. As a reaction SMILES: [Br:26][CH:27]1[CH2:28][CH2:29][CH2:30][CH2:31][CH2:32][CH2:33]1.[C:20](=[O:21])([O-:22])[O-:23].[CH2:40]1[O:41][CH2:42][CH2:43][CH2:44]1.[CH3:36][S:37]([CH3:38])=[O:39].[CH3:45][CH2:46][O:47][C:48]([CH3:49])=[O:50].[K+:24].[K+:25].[Na+:35].[O:1]=[S:2]1(=[O:19])[N:3]=[C:4]2[N:5]([CH2:6][CH2:7]1)[CH:8]=[CH:9][CH:10]=[C:11]2[c:12]1[cH:13][cH:14][c:15]([OH:18])[cH:16][cH:17]1.[OH-:34]>>[O:1]=[S:2]1(=[O:19])[N:3]=[C:4]2[N:5]([CH2:6][CH2:7]1)[CH:8]=[CH:9][CH:10]=[C:11]2[c:12]1[cH:13][cH:14][c:15]([O:18][CH:27]2[CH2:28][CH2:29][CH2:30][CH2:31][CH2:32][CH2:33]2)[cH:16][cH:17]1. The reactants are CC(C)(C)[Si](C)(C)Cl, [H-], [Na+], C1CCOC1, Oc1cccc2cc(C3CCOC3)oc12. The product is CC(C)(C)[Si](C)(C)Oc1cccc2cc(C3CCOC3)oc12. RXN SMILES: [C:18]([CH3:19])([CH3:20])([CH3:21])[Si:22]([CH3:23])([CH3:24])[Cl:25].[H-:1].[Na+:2].[O:26]1[CH2:27][CH2:28][CH2:29][CH2:30]1.[O:3]1[CH2:4][CH:5]([c:8]2[o:9][c:10]3[c:11]([cH:12]2)[cH:13][cH:14][cH:15][c:16]3[OH:17])[CH2:6][CH2:7]1>>[O:3]1[CH2:4][CH:5]([c:8]2[o:9][c:10]3[c:11]([cH:12]2)[cH:13][cH:14][cH:15][c:16]3[O:17][Si:22]([C:18]([CH3:19])([CH3:20])[CH3:21])([CH3:23])[CH3:24])[CH2:6][CH2:7]1. Reactants: Cl (HCl), C(CC)N(C(=O)C=1C=C(C(=O)O)C=C(C1)C)CCC (3-[(dipropylamino)carbonyl]-5-methylbenzoic acid), C1=CN(C=N1)C(=O)N2C=CN=C2 (CDI), CN1CCOCC1 (4-methyl morpholine), C1(CCCCC1)C[C@@H]([C@@H]1OC1)NC(OC(C)(C)C)=O (tert-Butyl (1S)-2-(cyclohexyl)-1-[(2S)-oxiran-2-yl]ethylcarbamate), C(C)C=1C=C(CN)C=CC1 (m-ethyl benzylamine), C(=O)(C(F)(F)F)O (TFA). Solvent: C1CCOC1 (THF), C1CCOC1 (THF), C(C)(C)O (isopropanol). Reaction conditions: temperature -30 celsius, time 30 minute. Product: Cl.C1(CCCCC1)C[C@@H]([C@@H](CNCC1=CC(=CC=C1)CC)O)NC(C1=CC(C(=O)N(CCC)CCC)=CC(=C1)C)=O (N1-{(1S,2R)-1-(cyclohexylmethyl)-3-[(3-ethylbenzyl)amino]-2-hydroxypropyl}-5-methyl-N3,N3-dipropylisophthalamide hydrochloride). RXN SMILES: [CH:1]1([CH2:7][C@H:8]([NH:12][C:13](=[O:19])OC(C)(C)C)[C@H:9]2[CH2:11][O:10]2)[CH2:6][CH2:5][CH2:4][CH2:3][CH2:2]1.[CH2:20]([C:22]1[CH:23]=[C:24]([CH:27]=[CH:28][CH:29]=1)[CH2:25][NH2:26])[CH3:21].C(O)(C(F)(F)F)=O.CN1CCOCC1.[CH2:44]([N:47]([CH2:60][CH2:61][CH3:62])[C:48]([C:50]1[CH:51]=[C:52]([CH:56]=[C:57]([CH3:59])[CH:58]=1)C(O)=O)=[O:49])[CH2:45][CH3:46].C1N=CN(C(N2C=NC=C2)=O)C=1.[ClH:75]>C(O)(C)C.C1COCC1>[ClH:75].[CH:1]1([CH2:7][C@H:8]([NH:12][C:13](=[O:19])[C:52]2[CH:56]=[C:57]([CH3:59])[CH:58]=[C:50]([C:48]([N:47]([CH2:44][CH2:45][CH3:46])[CH2:60][CH2:61][CH3:62])=[O:49])[CH:51]=2)[C@H:9]([OH:10])[CH2:11][NH:26][CH2:25][C:24]2[CH:27]=[CH:28][CH:29]=[C:22]([CH2:20][CH3:21])[CH:23]=2)[CH2:2][CH2:3][CH2:4][CH2:5][CH2:6]1 |f:9.10|. Procedure: tert-Butyl (1S)-2-(cyclohexyl)-1-[(2S)-oxiran-2-yl]ethylcarbamate (225 mg, 0.84 mmol) was refluxed with m-ethyl benzylamine (254 mg, 1.9 mmol) in 5 mL of isopropanol under nitrogen for 1.5 h, the solvent was removed in vacuo, and the residue was dissolved in ethyl acetate. It was washed three times with small portions of 10% HCl, and the aqueous phases were back-extracted with ethyl acetate. The combined organic phases were washed with 1 N NaHCO3 and brine, dried over Na2SO4, and concentrated. T... As a reaction SMILES: [NH:1]1[CH2:5][CH2:4][CH:3]([C:6]2[CH:7]=[N:8][CH:9]=[CH:10][CH:11]=2)[CH2:2]1.CN(C(ON1N=NC2C=CC=CC1=2)=[N+](C)C)C.[B-](F)(F)(F)F.C(N(C(C)C)C(C)C)C.[CH2:43]([C:47]1[O:51][N:50]=[CH:49][C:48]=1[C:52](O)=[O:53])[CH2:44][CH2:45][CH3:46]>CN(C=O)C>[CH2:43]([C:47]1[O:51][N:50]=[CH:49][C:48]=1[C:52]([N:1]1[CH2:5][CH2:4][CH:3]([C:6]2[CH:7]=[N:8][CH:9]=[CH:10][CH:11]=2)[CH2:2]1)=[O:53])[CH2:44][CH2:45][CH3:46] |f:1.2|. Run at time 2 hour. Run in CN(C)C=O (DMF). The product is C(CCC)C1=C(C=NO1)C(=O)N1CC(CC1)C=1C=NC=CC1 (3-{1-[(5-butylisoxazol-4-yl)carbonyl]pyrrolidin-3-yl}pyridine). Starting materials: N1CC(CC1)C=1C=NC=CC1 (3-pyrrolidin-3-yl-pyridine), CN(C)C(=[N+](C)C)ON1C2=C(C=CC=C2)N=N1.[B-](F)(F)(F)F (TBTU), C(C)N(C(C)C)C(C)C (N-ethyl-N-isopropylpropan-2-amine), C(CCC)C1=C(C=NO1)C(=O)O (5-butylisoxazole-4-carboxylic acid). Procedure details: A solution of 3-pyrrolidin-3-yl-pyridine (15 mg, 0.1 mmol), TBTU (48 mg, 0.15 mmol, 1.5 equ.) and N-ethyl-N-isopropylpropan-2-amine (17 μL, 0.1 mmol) in DMF (0.6 mL) was added to 5-butylisoxazole-4-carboxylic acid (17 mg, 0.1 mmol) and the reaction mixture was stirred at rt for 2 h. The solvent was evaporated and the crude product was purified by RP-HPLC. After evaporation of the solvents from the pure fractions, the residue was dissolved in chloroform and washed with diluted NaOH to provide the... Yield: 26.7%. Starting materials: FC1=C(C(=O)O)C=CC=C1OC (2-fluoro-3-methoxybenzoic acid), C(C)(C)N(CC)C(C)C (diisopropylethylamine), crude product, C(C)(=O)OCC (ethyl acetate), C1(=CC=CC=C1)P(=O)(C1=CC=CC=C1)N=[N+]=[N-] (Diphenyl phosphoryl azide). Run in C(C)(C)(C)O (tert-butanol), C1(=CC=CC=C1)C (toluene), Cl (HCl). Run at time 1 hour. Yields the product FC1=C(N)C=CC=C1OC (2-fluoro-3-methoxyaniline). Isolated yield 72.3%. RXN SMILES: [F:1][C:2]1[C:10]([O:11][CH3:12])=[CH:9][CH:8]=[CH:7][C:3]=1C(O)=O.C([N:16](C(C)C)CC)(C)C.C1(P(N=[N+]=[N-])(C2C=CC=CC=2)=O)C=CC=CC=1.C(OCC)(=O)C>Cl.C(O)(C)(C)C.C1(C)C=CC=CC=1>[F:1][C:2]1[C:10]([O:11][CH3:12])=[CH:9][CH:8]=[CH:7][C:3]=1[NH2:16]. Procedure details: A solution of 2-fluoro-3-methoxybenzoic acid (5.00 g, 29.39 mmol) and diisopropylethylamine (4.56 g, 35.27 mmol) in a mixture of anhydrous toluene (25 mL) and anhydrous tert-butanol (25 mL) was stirred over activated 4 A molecular sieves (4 g) for 1 h. Diphenyl phosphoryl azide (9.71 g, 35.27 mmol) was added and the mixture was heated at reflux for 15 h. The reaction mixture was cooled and filtered. To the filtrate was added ethyl acetate (200 mL) and the solution was washed with water (2×100 mL... Starting materials: N=1C(=CN2C1C=CC=C2)C(=O)OCC (ethyl imidazo[1,2-a]pyridine-2-carboxylate), ClCC1=C(C=CC(=C1)C)C (2-(chloromethyl)-1,4-dimethylbenzene), C(C(C)(C)C)(=O)O (pivalic acid), C([O-])([O-])=O.[Cs+].[Cs+] (cesium carbonate). Reagents/catalysts: C(C(C)(C)C)(=O)[O-].[Pd+2].C(C(C)(C)C)(=O)[O-] (palladium pivalate), C1(=CC=CC=C1)P(C1=C(C=CC=C1)C1=C(C=CC=C1)N(C)C)C1=CC=CC=C1 (2-(diphenylphosphino)-2′-(N,N-dimethylamino)biphenyl). The solvent is C1(=CC=CC=C1)C (toluene). Reaction conditions: temperature 110 celsius. The product is CC1=C(CC2=C(N=C3N2C=CC=C3)C(=O)OCC)C=C(C=C1)C (Ethyl 3-(2,5-dimethylbenzyl)imidazo[1,2-a]pyridine-2-carboxylate). The yield is 54.0%. Reaction SMILES: [N:1]1[C:2]([C:10]([O:12][CH2:13][CH3:14])=[O:11])=[CH:3][N:4]2[CH:9]=[CH:8][CH:7]=[CH:6][C:5]=12.Cl[CH2:16][C:17]1[CH:22]=[C:21]([CH3:23])[CH:20]=[CH:19][C:18]=1[CH3:24].C(O)(=O)C(C)(C)C.C(=O)([O-])[O-].[Cs+].[Cs+]>C1(C)C=CC=CC=1.C([O-])(=O)C(C)(C)C.[Pd+2].C([O-])(=O)C(C)(C)C.C1(P(C2C=CC=CC=2)C2C=CC=CC=2C2C=CC=CC=2N(C)C)C=CC=CC=1>[CH3:24][C:18]1[CH:19]=[CH:20][C:21]([CH3:23])=[CH:22][C:17]=1[CH2:16][C:3]1[N:4]2[CH:9]=[CH:8][CH:7]=[CH:6][C:5]2=[N:1][C:2]=1[C:10]([O:12][CH2:13][CH3:14])=[O:11] |f:3.4.5,7.8.9|. Reported procedure: A mixture of ethyl imidazo[1,2-a]pyridine-2-carboxylate (0.48 g, 2.5 mmoL), 2-(chloromethyl)-1,4-dimethylbenzene (0.6 mL, 3.75 mmol), palladium pivalate (15 mg, 0.05 mmol), 2-(diphenylphosphino)-2′-(N,N-dimethylamino)biphenyl (38 mg, 0.1 mmol), pivalic acid (51 mg, 0.5 mmol) and cesium carbonate (1.22 g, 3.75 mmol) in toluene (5 mL) was degassed and flushed with N2 three times. The reaction mixture was heated with stirring at 110° C. until TLC or LCMS analysis indicated that the reaction was com...